From a dataset of the Open Reaction Database (ORD), a public repository of structured organic reaction records. describe an organic reaction: reactants, conditions, products, and yield The reactants are Cl (hydrochloric acid), OC=1C=C(C(=O)O)C=C(C1)S(F)(F)(F)(F)F (3-Hydroxy-5-(pentafluoro-λ6-sulphanyl)benzoic acid), CS(=O)(=O)OC1CN(C1)C(=O)OC(C)(C)C (tert-butyl 3-[(methylsulphonyl)oxy]azetidine-1-carboxylate), C([O-])([O-])=O.[Cs+].[Cs+] (caesium carbonate). Run in CN(C)C=O (DMF). Conditions: temperature 90 celsius, time 8 hour. Product: C(C)(C)(C)OC(=O)N1CC(C1)OC=1C=C(C(=O)O)C=C(C1)S(F)(F)(F)(F)F (3-{[1-(tert-Butoxycarbonyl)azetidin-3-yl]oxy}-5-(pentafluoro-λ6-sulphanyl)benzoic acid). Reaction SMILES: [OH:1][C:2]1[CH:3]=[C:4]([CH:8]=[C:9]([S:11]([F:16])([F:15])([F:14])([F:13])[F:12])[CH:10]=1)[C:5]([OH:7])=[O:6].CS(O[CH:22]1[CH2:25][N:24]([C:26]([O:28][C:29]([CH3:32])([CH3:31])[CH3:30])=[O:27])[CH2:23]1)(=O)=O.C(=O)([O-])[O-].[Cs+].[Cs+].Cl>CN(C=O)C>[C:29]([O:28][C:26]([N:24]1[CH2:25][CH:22]([O:1][C:2]2[CH:3]=[C:4]([CH:8]=[C:9]([S:11]([F:16])([F:12])([F:13])([F:14])[F:15])[CH:10]=2)[C:5]([OH:7])=[O:6])[CH2:23]1)=[O:27])([CH3:32])([CH3:30])[CH3:31] |f:2.3.4|. Procedure: 100 mg (0.38 mmol) of the compound of Example 24A and 104 mg (0.42 mmol) of tert-butyl 3-[(methylsulphonyl)oxy]azetidine-1-carboxylate together with 259 mg (0.80 mmol) of caesium carbonate were initially charged in 1 ml of DMF and stirred at 90° C. overnight. The mixture was then stirred into 10 ml of 0.1 M hydrochloric acid and extracted with ethyl acetate. The organic phase was washed with saturated sodium chloride solution, dried over sodium sulphate, filtered and concentrated under reduced p...